Dataset: the Open Reaction Database (ORD), a public repository of structured organic reaction records. Task: describe an organic reaction: reactants, conditions, products, and yield Reactants: COc1c(Cl)ccc(NC(=O)C(C)(C)C)c1Br, ClCCl, Cl, [I-], O=N[O-], [Na+], [Na+], C1COCCO1, O. Product: COc1c(Cl)ccc(I)c1Br. Reaction SMILES: [C:1]([NH:2][c:8]1[c:9]([Br:17])[c:10]([O:15][CH3:16])[c:11]([Cl:14])[cH:12][cH:13]1)(=[O:3])[C:4]([CH3:5])([CH3:6])[CH3:7].[CH2:32]([Cl:33])[Cl:34].[ClH:18].[I-:24].[N:19]([O-:20])=[O:21].[Na+:22].[Na+:23].[O:25]1[CH2:26][CH2:27][O:28][CH2:29][CH2:30]1.[OH2:31]>>[c:8]1([I:24])[c:9]([Br:17])[c:10]([O:15][CH3:16])[c:11]([Cl:14])[cH:12][cH:13]1. Starting materials: C(C1=CC=CC=C1)N1CC(OCC1)CN1C(C=2C(C1=O)=CC=CC2)=O (N-[(4-benzyl-2-morpholinyl)methyl]phthalimide), ClC(=O)OCC (ethyl chloroformate). Isolated yield 97.9%. Procedure details: To a stirred solution of N-[(4-benzyl-2-morpholinyl)methyl]phthalimide (30.0 g) in toluene (200 ml), ethyl chloroformate (19.4 g) is added dropwise at 60° C., and the mixture is refluxed with stirring for 1 hour. The reaction mixture is washed successively with water and saturated aqueous sodium chloride solution, and dried over magnesium sulfate. The solvent is distilled off under reduced pressure, and the residue is recrystallized from isopropyl alcohol-diethyl ether to give N-[(4-ethoxycarbon... Run at time 1 hour. Solvent: C1(=CC=CC=C1)C (toluene). Reaction SMILES: C([N:8]1[CH2:13][CH2:12][O:11][CH:10]([CH2:14][N:15]2[C:19](=[O:20])[C:18]3=[CH:21][CH:22]=[CH:23][CH:24]=[C:17]3[C:16]2=[O:25])[CH2:9]1)C1C=CC=CC=1.Cl[C:27]([O:29][CH2:30][CH3:31])=[O:28]>C1(C)C=CC=CC=1>[CH2:30]([O:29][C:27]([N:8]1[CH2:13][CH2:12][O:11][CH:10]([CH2:14][N:15]2[C:16](=[O:25])[C:17]3=[CH:24][CH:23]=[CH:22][CH:21]=[C:18]3[C:19]2=[O:20])[CH2:9]1)=[O:28])[CH3:31]. Yields the product C(C)OC(=O)N1CC(OCC1)CN1C(C=2C(C1=O)=CC=CC2)=O (N-[(4-ethoxycarbonyl-2-morpholinyl)methyl]phthalimide). The reactants are BrC=1C=C(C#N)C=CC1 (3-bromobenzonitrile), (Me3Sn)2, BrC1=CC(=CC=C1)C (1-bromo-3-methylbenzene). Reagents/catalysts: C=1C=CC(=CC1)[P](C=2C=CC=CC2)(C=3C=CC=CC3)[Pd]([P](C=4C=CC=CC4)(C=5C=CC=CC5)C=6C=CC=CC6)([P](C=7C=CC=CC7)(C=8C=CC=CC8)C=9C=CC=CC9)[P](C=1C=CC=CC1)(C=1C=CC=CC1)C=1C=CC=CC1 (Pd(Ph3P)4), C=1C=CC(=CC1)[P](C=2C=CC=CC2)(C=3C=CC=CC3)[Pd]([P](C=4C=CC=CC4)(C=5C=CC=CC5)C=6C=CC=CC6)([P](C=7C=CC=CC7)(C=8C=CC=CC8)C=9C=CC=CC9)[P](C=1C=CC=CC1)(C=1C=CC=CC1)C=1C=CC=CC1 (Pd(PPh3)4). Solvent: O1CCOCC1 (dioxane), O1CCOCC1 (dioxane). Run at temperature 105 celsius, time 15 hour. The product is C(#N)C=1C=C(C=CC1)C=1C=C(C=CC1)C (3-(3-cyanophenyl)-1-methylbenzene). Yield: 66.2%. RXN SMILES: Br[C:2]1[CH:3]=[C:4]([CH:7]=[CH:8][CH:9]=1)[C:5]#[N:6].Br[C:11]1[CH:16]=[CH:15][CH:14]=[C:13]([CH3:17])[CH:12]=1>C1C=CC([P]([Pd]([P](C2C=CC=CC=2)(C2C=CC=CC=2)C2C=CC=CC=2)([P](C2C=CC=CC=2)(C2C=CC=CC=2)C2C=CC=CC=2)[P](C2C=CC=CC=2)(C2C=CC=CC=2)C2C=CC=CC=2)(C2C=CC=CC=2)C2C=CC=CC=2)=CC=1.O1CCOCC1>[C:5]([C:4]1[CH:3]=[C:2]([C:11]2[CH:12]=[C:13]([CH3:17])[CH:14]=[CH:15][CH:16]=2)[CH:9]=[CH:8][CH:7]=1)#[N:6] |^1:21,23,42,61|. Reported procedure: A mixture of 3-bromobenzonitrile (910 mg), Pd(Ph3P)4 (290 mg), (Me3Sn)2 (1.64 g) and dioxane (20 mL) was sealed under argon in a pressure tube. The tube was then heated at 100-110° C. for 3 hours with stirring and another 15 hours at 80° C. To the reaction mixture was added 1-bromo-3-methylbenzene (940 mg), Pd(PPh3)4 (290 mg) and dioxane (5 mL) under argon. The sealed tube was heated at 135-140° C. with stirring for two days. The catalyst was filtered off and the filtrate was poured into water a... Yields the product NC(N)=NC(=O)c1cccc(-c2cccc(NS(=O)(=O)C(F)(F)F)c2)c1. Reaction SMILES: [CH3:30][O-:31].[CH3:33][N:34]([CH3:35])[CH:36]=[O:37].[ClH:25].[F:1][C:2]([S:3](=[O:4])(=[O:5])[NH:6][c:7]1[cH:8][c:9](-[c:13]2[cH:14][c:15]([C:16](=[O:17])[O:18][CH3:19])[cH:20][cH:21][cH:22]2)[cH:10][cH:11][cH:12]1)([F:23])[F:24].[NH2:26][C:27](=[NH:28])[NH2:29].[Na+:32]>>[F:1][C:2]([S:3](=[O:4])(=[O:5])[NH:6][c:7]1[cH:8][c:9](-[c:13]2[cH:14][c:15]([C:16](=[O:17])[N:26]=[C:27]([NH2:28])[NH2:29])[cH:20][cH:21][cH:22]2)[cH:10][cH:11][cH:12]1)([F:23])[F:24]. The reactants are C[O-], CN(C)C=O, Cl, COC(=O)c1cccc(-c2cccc(NS(=O)(=O)C(F)(F)F)c2)c1, N=C(N)N, [Na+]. Starting materials: O=C(O)c1ccc(OC(F)(F)F)cc1Br, CS(=O)[O-], CS(C)=O, [Cu]I, [K+], [Na+], [OH-]. The product is CS(=O)(=O)c1cc(OC(F)(F)F)ccc1C(=O)O. RXN SMILES: [Br:1][c:2]1[c:3]([C:4](=[O:5])[OH:6])[cH:7][cH:8][c:9]([O:11][C:12]([F:13])([F:14])[F:15])[cH:10]1.[CH3:16][S:17](=[O:18])[O-:19].[CH3:25][S:26](=[O:27])[CH3:28].[Cu:23][I:24].[K+:22].[Na+:20].[OH-:21]>>[c:2]1([S:17]([CH3:16])(=[O:18])=[O:19])[c:3]([C:4](=[O:5])[OH:6])[cH:7][cH:8][c:9]([O:11][C:12]([F:13])([F:14])[F:15])[cH:10]1.